This data is from the Open Reaction Database (ORD), a public repository of structured organic reaction records. The task is: describe an organic reaction: reactants, conditions, products, and yield Reactants: O=C(N1CCc2ccc(Br)c(O)c2CC1)C(F)(F)F, O=C([O-])[O-], CI, CC(C)=O, [K+], [K+]. The product is COc1c(Br)ccc2c1CCN(C(=O)C(F)(F)F)CC2. As a reaction SMILES: [Br:7][c:8]1[c:9]([OH:25])[c:10]2[c:11]([cH:23][cH:24]1)[CH2:12][CH2:13][N:14]([C:17]([C:18]([F:19])([F:20])[F:21])=[O:22])[CH2:15][CH2:16]2.[C:1]([O-:2])([O-:3])=[O:4].[CH3:26][I:27].[CH3:28][C:29](=[O:30])[CH3:31].[K+:5].[K+:6]>>[CH3:1][O:4][c:9]1[c:8]([Br:7])[cH:24][cH:23][c:11]2[c:10]1[CH2:16][CH2:15][N:14]([C:17]([C:18]([F:19])([F:20])[F:21])=[O:22])[CH2:13][CH2:12]2. Starting materials: CC1CCCC(C)N1, O=C(c1ccc(-c2ccc(OCCCCl)cc2)cc1)N1CCCC1. Product: CC1CCCC(C)N1CCCOc1ccc(-c2ccc(C(=O)N3CCCC3)cc2)cc1. As a reaction SMILES: [CH3:25][CH:26]1[NH:27][CH:28]([CH3:32])[CH2:29][CH2:30][CH2:31]1.[Cl:1][CH2:2][CH2:3][CH2:4][O:5][c:6]1[cH:7][cH:8][c:9](-[c:12]2[cH:13][cH:14][c:15]([C:18](=[O:19])[N:20]3[CH2:21][CH2:22][CH2:23][CH2:24]3)[cH:16][cH:17]2)[cH:10][cH:11]1>>[CH2:2]([CH2:3][CH2:4][O:5][c:6]1[cH:7][cH:8][c:9](-[c:12]2[cH:13][cH:14][c:15]([C:18](=[O:19])[N:20]3[CH2:21][CH2:22][CH2:23][CH2:24]3)[cH:16][cH:17]2)[cH:10][cH:11]1)[N:27]1[CH:26]([CH3:25])[CH2:31][CH2:30][CH2:29][CH:28]1[CH3:32]. Reactants: BrCC1=CC=C(C(=O)N=C=O)C=C1 (4-(bromomethyl)benzoyl isocyanate), ClC1=C(C=C(C=C1)CNC(C(C)(C)C)=O)NNC(=O)OC(C)(C)C (tert-Butyl 2-(2-chloro-5-{[(2,2-dimethylpropanoyl)amino]methyl}phenyl)hydrazinecarboxylate), FC(C(=O)O)(F)F (trifluoro acetic acid). Solvent: C(Cl)Cl (DCM). The product is BrCC1=CC=C(C=C1)C1=NN(C(N1)=O)C=1C=C(CNC(C(C)(C)C)=O)C=CC1Cl (N-(3-(3-(4-(bromomethyl)phenyl)-4,5-dihydro-5-oxo-1,2,4-triazol-1-yl)-4-chlorobenzyl)pivalamide). Yield: 49.7%. RXN SMILES: [Br:1][CH2:2][C:3]1[CH:13]=[CH:12][C:6]([C:7]([N:9]=[C:10]=[O:11])=O)=[CH:5][CH:4]=1.[Cl:14][C:15]1[CH:20]=[CH:19][C:18]([CH2:21][NH:22][C:23](=[O:28])[C:24]([CH3:27])([CH3:26])[CH3:25])=[CH:17][C:16]=1[NH:29][NH:30]C(OC(C)(C)C)=O.FC(F)(F)C(O)=O>C(Cl)Cl>[Br:1][CH2:2][C:3]1[CH:13]=[CH:12][C:6]([C:7]2[NH:9][C:10](=[O:11])[N:29]([C:16]3[CH:17]=[C:18]([CH:19]=[CH:20][C:15]=3[Cl:14])[CH2:21][NH:22][C:23](=[O:28])[C:24]([CH3:27])([CH3:26])[CH3:25])[N:30]=2)=[CH:5][CH:4]=1. Reported procedure: The title compound was prepared according to the procedure described in Example-83 by using 4-(bromomethyl)benzoyl isocyanate (0.150 g), tert-Butyl 2-(2-chloro-5-{[(2,2-dimethylpropanoyl)amino]methyl}phenyl)hydrazinecarboxylate (Intermediate-94, 0.150 g), DCM (20 mL), and trifluoro acetic acid (5.0 mL) to afford 0.100 g of the desired product. 1H NMR (400 MHz, DMSO d6): δ 1.12 (s, 9H), 4.28 (br d, 2H), 4.75 (s, 2H), 7.34 (br d, 2H), 7.43 (br s, 1H), 7.60 (br d, 2H), 7.81 (br d, 2H), 8.17 (br s, ... The reactants are BrNC1=CC=CC2=CC=CC=C12 (4-bromoaminonaphthalene), C(C)(C)(C)OC(=O)OC(=O)OC(C)(C)C (di-tert-butyldicarbonate). Run in C1(=CC=CC=C1)C (toluene). Run at temperature 70 celsius. Yields the product C1=CC=CC2=CC=CC=C12 (naphthalene). Reaction SMILES: BrN[C:3]1[C:12]2[C:7](=[CH:8][CH:9]=[CH:10][CH:11]=2)[CH:6]=[CH:5][CH:4]=1.C(OC(OC(OC(C)(C)C)=O)=O)(C)(C)C>C1(C)C=CC=CC=1>[CH:11]1[C:12]2[C:7](=[CH:6][CH:5]=[CH:4][CH:3]=2)[CH:8]=[CH:9][CH:10]=1. Procedure details: A mixture of 4-bromoaminonaphthalene (5.0 g) and di-tert-butyldicarbonate (5.9 g) in 100 mL toluene was heated at 70° C. for 15 hours, cooled to room temperature and the volatiles removed in vacuo. The residue was dissolved in ethyl acetate, washed with 0.1M HCl and brine, dried (MgSO4) and the volatiles removed in vacuo. Recrystallization of the residue from hot petroleum ether provided LXXXIV. 4-Vinylpyridine (0.86 mL) was added to a suspension of LXXXIV (2.0 g) in 5 mL of triethylamine, follo... The reactants are BrCc1ccccc1, C1CCOC1, CC1=CCC(=O)CC1, C[Si](C)(C)[N-][Si](C)(C)C, [Li+]. Product: CC1=CC(Cc2ccccc2)C(=O)CC1. RXN SMILES: [CH2:19]([c:20]1[cH:21][cH:22][cH:23][cH:24][cH:25]1)[Br:26].[CH2:27]1[O:28][CH2:29][CH2:30][CH2:31]1.[CH3:1][C:2]1=[CH:3][CH2:4][C:5](=[O:8])[CH2:6][CH2:7]1.[CH3:9][Si:10]([N-:11][Si:12]([CH3:13])([CH3:14])[CH3:15])([CH3:16])[CH3:17].[Li+:18]>>[CH3:1][C:2]1=[CH:3][CH:4]([CH2:19][c:20]2[cH:21][cH:22][cH:23][cH:24][cH:25]2)[C:5](=[O:8])[CH2:6][CH2:7]1.